describe an organic reaction: reactants, conditions, products, and yield From a dataset of the Open Reaction Database (ORD), a public repository of structured organic reaction records. Reactants: Cc1ccccc1C(=O)Nc1ccc(C(=O)Cl)c(Cl)c1, CCOC(C)=O, CCN(C(C)C)C(C)C, ClCCl, c1ccc2c(c1)Cn1nccc1CN2. The product is Cc1ccccc1C(=O)Nc1ccc(C(=O)N2Cc3ccnn3Cc3ccccc32)c(Cl)c1. RXN SMILES: [CH3:15][c:16]1[c:17]([C:18](=[O:19])[NH:20][c:21]2[cH:22][c:23]([Cl:30])[c:24]([C:25](=[O:26])[Cl:27])[cH:28][cH:29]2)[cH:31][cH:32][cH:33][cH:34]1.[CH3:44][CH2:45][O:46][C:47](=[O:48])[CH3:49].[CH:35]([N:36]([CH:37]([CH3:38])[CH3:39])[CH2:40][CH3:41])([CH3:42])[CH3:43].[Cl:50][CH2:51][Cl:52].[n:1]1[cH:2][cH:3][c:4]2[n:10]1[CH2:9][c:8]1[c:7]([cH:14][cH:13][cH:12][cH:11]1)[NH:6][CH2:5]2>>[n:1]1[cH:2][cH:3][c:4]2[n:10]1[CH2:9][c:8]1[c:7]([cH:14][cH:13][cH:12][cH:11]1)[N:6]([C:25]([c:24]1[c:23]([Cl:30])[cH:22][c:21]([NH:20][C:18]([c:17]3[c:16]([CH3:15])[cH:34][cH:33][cH:32][cH:31]3)=[O:19])[cH:29][cH:28]1)=[O:26])[CH2:5]2. Reactants: TEA, N([C@H](CC1=CC=C(C=C1)Cl)C(=O)O)C(=O)OC(C)(C)C (Boc-D-Phe(4-Cl)—OH), C=1C=CC2=C(C1)N=NN2O (HOBT), CCN=C=NCCCN(C)C (EDCI), C(C)(C)(C)OC(=O)N1CCN(CC1)C=1C2=C(N=CN1)C=CN2 (4-(5H-Pyrrolo[3,2-d]pyrimidin-4-yl)-piperazine-1-carboxylic acid tert-butyl ester), Cl (HCl). Run in C(Cl)Cl (DCM), C(Cl)Cl (DCM), O1CCOCC1 (Dioxane). Conditions: time 4 hour. Yields the product C(C)(C)(C)OC(NC(C(N1CCN(CC1)C=1C2=C(N=CN1)C=CN2)=O)CC2=CC=C(C=C2)Cl)=O ({1-(4-chlorobenzyl)-2-oxo-2-[4-(5H-pyrrolo[3,2-d]pyrimidin-4-yl)-piperazin-1-yl]-ethyl}-carbamic acid tert-butyl ester). The yield is 44.2%. As a reaction SMILES: C(O[C:6]([N:8]1[CH2:13][CH2:12][N:11]([C:14]2[C:15]3[NH:22][CH:21]=[CH:20][C:16]=3[N:17]=[CH:18][N:19]=2)[CH2:10][CH2:9]1)=[O:7])(C)(C)C.Cl.[NH:24]([C:37]([O:39][C:40]([CH3:43])([CH3:42])[CH3:41])=[O:38])[C@@H:25](C(O)=O)[CH2:26][C:27]1[CH:32]=[CH:31][C:30]([Cl:33])=[CH:29][CH:28]=1.C1C=CC2N(O)N=NC=2C=1.CCN=C=NCCCN(C)C>C(Cl)Cl.O1CCOCC1>[C:40]([O:39][C:37](=[O:38])[NH:24][CH:25]([CH2:26][C:27]1[CH:32]=[CH:31][C:30]([Cl:33])=[CH:29][CH:28]=1)[C:6](=[O:7])[N:8]1[CH2:9][CH2:10][N:11]([C:14]2[C:15]3[NH:22][CH:21]=[CH:20][C:16]=3[N:17]=[CH:18][N:19]=2)[CH2:12][CH2:13]1)([CH3:43])([CH3:41])[CH3:42]. Procedure details: To a solution of 4-(5H-Pyrrolo[3,2-d]pyrimidin-4-yl)-piperazine-1-carboxylic acid tert-butyl ester (43 mg, 0.14 mmol) in DCM (4 mL) was added HCl in Dioxane (4M, 1 mL). The mixture was stirred at room temperature for 4 hours. The solvent was removed and the residue was treated with TEA (2 mL), Boc-D-Phe(4-Cl)—OH (43 mg, 0.14 mmol), HOBT (30 mg, 0.222 mmol) and EDCI (41 mg, 0.214 mmol) in DCM (5 mL). The mixture was stirred at room temperature for 12 hours. The solvent was removed and the residue... Reactants: [Br-], CCO, O=C(Cl)Oc1ccc(Oc2ccc(C(F)(F)F)cn2)cc1, Fc1cccc(Cl)c1CN1CCNCC1, [K+]. Product: O=C(Oc1ccc(Oc2ccc(C(F)(F)F)cn2)cc1)N1CCN(Cc2c(F)cccc2Cl)CC1. As a reaction SMILES: [Br-:37].[CH3:39][CH2:40][OH:41].[Cl:1][C:2](=[O:3])[O:4][c:5]1[cH:6][cH:7][c:8]([O:11][c:12]2[n:13][cH:14][c:15]([C:18]([F:19])([F:20])[F:21])[cH:16][cH:17]2)[cH:9][cH:10]1.[Cl:22][c:23]1[c:24]([CH2:25][N:26]2[CH2:27][CH2:28][NH:29][CH2:30][CH2:31]2)[c:32]([F:36])[cH:33][cH:34][cH:35]1.[K+:38]>>[C:2](=[O:3])([O:4][c:5]1[cH:6][cH:7][c:8]([O:11][c:12]2[n:13][cH:14][c:15]([C:18]([F:19])([F:20])[F:21])[cH:16][cH:17]2)[cH:9][cH:10]1)[N:29]1[CH2:28][CH2:27][N:26]([CH2:25][c:24]2[c:23]([Cl:22])[cH:35][cH:34][cH:33][c:32]2[F:36])[CH2:31][CH2:30]1. Reactants: product, COC=1C=C2C(=CN=CC2=CC1OC)CC1=NC=2N(C(N(C(C2N1)=O)C)=O)CC(CO)C (8-(6,7-dimethoxy-isoquinolin4-ylmethyl)-3-(3-hydroxy-2-methyl-propyl)-1-methyl-3,7-dihydro-purine-2,6-dione), C(C)(=O)Cl (acetyl chloride). The solvent is N1=CC=CC=C1 (pyridine). Conditions: temperature 50 celsius. Yields the product COC=1C=C2C(=CN=CC2=CC1OC)CC1=NC=2N(C(N(C(C2N1)=O)C)=O)CC(COC(C)=O)C (acetic acid 3-[8-(6,7-dimethoxy-isoquinolin-4-ylmethyl)-1-methyl-2,6-dioxo-1,2,6,7-tetrahydro-purin-3-yl]-2-methyl-propyl ester). Reaction SMILES: [CH3:1][O:2][C:3]1[CH:4]=[C:5]2[C:10](=[CH:11][C:12]=1[O:13][CH3:14])[CH:9]=[N:8][CH:7]=[C:6]2[CH2:15][C:16]1[NH:24][C:23]2[C:22](=[O:25])[N:21]([CH3:26])[C:20](=[O:27])[N:19]([CH2:28][CH:29]([CH3:32])[CH2:30][OH:31])[C:18]=2[N:17]=1.[C:33](Cl)(=[O:35])[CH3:34]>N1C=CC=CC=1>[CH3:1][O:2][C:3]1[CH:4]=[C:5]2[C:10](=[CH:11][C:12]=1[O:13][CH3:14])[CH:9]=[N:8][CH:7]=[C:6]2[CH2:15][C:16]1[NH:24][C:23]2[C:22](=[O:25])[N:21]([CH3:26])[C:20](=[O:27])[N:19]([CH2:28][CH:29]([CH3:32])[CH2:30][O:31][C:33](=[O:35])[CH3:34])[C:18]=2[N:17]=1. Procedure details: A suspension of the product of Example 68, 8-(6,7-dimethoxy-isoquinolin4-ylmethyl)-3-(3-hydroxy-2-methyl-propyl)-1-methyl-3,7-dihydro-purine-2,6-dione (63 mg, 0.14 mmol) and acetyl chloride (18 ml, 0.25 mmol) in pyridine (1 ml) is heated at 50° C. for 18 hours. After evaporation, flash chromatography (19:1 dichloromethane-methanol elution) affords acetic acid 3-[8-(6,7-dimethoxy-isoquinolin-4-ylmethyl)-1-methyl-2,6-dioxo-1,2,6,7-tetrahydro-purin-3-yl]-2-methyl-propyl ester, [MH]+ 482. Starting materials: CC(C)(C)OC(=O)N1CCNCC1, CCN(C(C)C)C(C)C, Cc1noc(C)c1CCl, ClCCl. The product is Cc1noc(C)c1CN1CCN(C(=O)OC(C)(C)C)CC1. As a reaction SMILES: [C:10]([CH3:11])([CH3:12])([CH3:13])[O:14][C:15](=[O:16])[N:17]1[CH2:18][CH2:19][NH:20][CH2:21][CH2:22]1.[CH:23]([N:24]([CH2:25][CH3:26])[CH:27]([CH3:28])[CH3:29])([CH3:30])[CH3:31].[Cl:1][CH2:2][c:3]1[c:4]([CH3:9])[n:5][o:6][c:7]1[CH3:8].[Cl:32][CH2:33][Cl:34]>>[CH2:2]([c:3]1[c:4]([CH3:9])[n:5][o:6][c:7]1[CH3:8])[N:20]1[CH2:19][CH2:18][N:17]([C:15]([O:14][C:10]([CH3:11])([CH3:12])[CH3:13])=[O:16])[CH2:22][CH2:21]1. The reactants are CN(CCOCCNc1c([N+](=O)[O-])cnc2ccccc12)C(=O)OC(C)(C)C, Cc1ccccc1. Yields the product CN(CCOCCNc1c(N)cnc2ccccc12)C(=O)OC(C)(C)C. As a reaction SMILES: [CH3:1][N:2]([C:3]([O:4][C:5]([CH3:6])([CH3:7])[CH3:8])=[O:9])[CH2:10][CH2:11][O:12][CH2:13][CH2:14][NH:15][c:16]1[c:17]([N+:26]([O-:27])=[O:28])[cH:18][n:19][c:20]2[cH:21][cH:22][cH:23][cH:24][c:25]12.[CH3:29][c:30]1[cH:31][cH:32][cH:33][cH:34][cH:35]1>>[CH3:1][N:2]([C:3]([O:4][C:5]([CH3:6])([CH3:7])[CH3:8])=[O:9])[CH2:10][CH2:11][O:12][CH2:13][CH2:14][NH:15][c:16]1[c:17]([NH2:26])[cH:18][n:19][c:20]2[cH:21][cH:22][cH:23][cH:24][c:25]12.